This data is from the Open Reaction Database (ORD), a public repository of structured organic reaction records. The task is: describe an organic reaction: reactants, conditions, products, and yield The reactants are CC1=C(N=C(O1)C1=CC=C(C=C1)C)CO[C@H]1C[C@H](CCC1)COC1(CCCC1)C(=O)OC(C)(C)C (tert-butyl 1-[cis-3-(5-methyl-2-p-tolyloxazol-4-ylmethoxy)-cyclohexylmethoxy]cyclopentanecarboxylate). Run in FC(C(=O)O)(F)F (trifluoroacetic acid). Yields the product CC1=C(N=C(O1)C1=CC=C(C=C1)C)CO[C@H]1C[C@H](CCC1)COC1(CCCC1)C(=O)O (1-[cis-3-(5-methyl-2-p-tolyloxazol-4-ylmethoxy)cyclohexylmethoxy]cyclo-pentanecarboxylic acid). Isolated yield 42.4%. RXN SMILES: [CH3:1][C:2]1[O:6][C:5]([C:7]2[CH:12]=[CH:11][C:10]([CH3:13])=[CH:9][CH:8]=2)=[N:4][C:3]=1[CH2:14][O:15][C@@H:16]1[CH2:21][CH2:20][CH2:19][C@H:18]([CH2:22][O:23][C:24]2([C:29]([O:31]C(C)(C)C)=[O:30])[CH2:28][CH2:27][CH2:26][CH2:25]2)[CH2:17]1>FC(F)(F)C(O)=O>[CH3:1][C:2]1[O:6][C:5]([C:7]2[CH:12]=[CH:11][C:10]([CH3:13])=[CH:9][CH:8]=2)=[N:4][C:3]=1[CH2:14][O:15][C@@H:16]1[CH2:21][CH2:20][CH2:19][C@H:18]([CH2:22][O:23][C:24]2([C:29]([OH:31])=[O:30])[CH2:28][CH2:27][CH2:26][CH2:25]2)[CH2:17]1. Reported procedure: 20 mg of impure tert-butyl 1-[cis-3-(5-methyl-2-p-tolyloxazol-4-ylmethoxy)-cyclohexylmethoxy]cyclopentanecarboxylate is stirred in 1 ml of trifluoroacetic acid at room temperature overnight. The solution is concentrated completely and the residue is chromatographed on silica gel (heptane/ethyl acetate 10/1->1/1->methyl tert-butyl ether), giving 7.5 mg of 1-[cis-3-(5-methyl-2-p-tolyloxazol-4-ylmethoxy)cyclohexylmethoxy]cyclo-pentanecarboxylic acid. C25H33NO5 (427.55); LCMS 428.2 (MH+).